From a dataset of the Open Reaction Database (ORD), a public repository of structured organic reaction records. describe an organic reaction: reactants, conditions, products, and yield Reactants: C(C)OC(CN1C(=NC(=C1)C1=C(C=CC=C1)OC)[C@H](CCCC)NC(=O)OCC1=CC=CC=C1)=O (1-(2-Ethoxy-2-oxoethyl)-2-(1-(S)-(((Phenylmethoxy)carbonyl)-amino)-pentyl)-4-(2-methoxyphenyl)-imidazole), compound v. The reagents and catalysts are [Pd] (Pd on carbon). The solvent is CC(=O)O (HOAc). Run at temperature 70 celsius, time 3 hour. Yields the product C(CCC)C=1C=2N(CC(N1)=O)C=C(N2)C2=C(C=CC=C2)OC (8-Butyl-6-oxo-2-(2-methoxyphenyl)-imidazo[1,2-a]pyrazine). The yield is 87.0%. RXN SMILES: C(OC(=O)[CH2:5][N:6]1[CH:10]=[C:9]([C:11]2[CH:16]=[CH:15][CH:14]=[CH:13][C:12]=2[O:17][CH3:18])[N:8]=[C:7]1[C@@H:19]([NH:24][C:25]([O:27]CC1C=CC=CC=1)=O)[CH2:20][CH2:21][CH2:22][CH3:23])C>CC(O)=O.[Pd]>[CH2:20]([C:19]1[C:7]2[N:6]([CH:10]=[C:9]([C:11]3[CH:16]=[CH:15][CH:14]=[CH:13][C:12]=3[O:17][CH3:18])[N:8]=2)[CH2:5][C:25](=[O:27])[N:24]=1)[CH2:21][CH2:22][CH3:23]. Procedure: The product from Step 1.d. (compound v where R3 is n-butyl, R4 is 2-methoxyphenyl, and R5 and R6 are H) (11.5 g, 23.9 mmol) was dissolved in HOAc (100 ml) containing 10% Pd on carbon catalyst (500 mg) and hydrogenated under 50 psi of H2 for about 3 hours at room temperature. The catalyst was removed by filtration through a 3 cm pad of diatomaceous earth and the filtrate was warmed at about 70° C. for about 2 hours. The mixture was concentrated to a solid under reduced pressure, dissolved in CH2C... The reactants are [Al+3], O=C([O-])[O-], [H-], [H-], [H-], [H-], [K+], [K+], [Li+], C1COCCO1, O, N#CCCC(c1ccccc1)c1ccccc1. Yields the product NCCCC(c1ccccc1)c1ccccc1. Reaction SMILES: [Al+3:2].[C:24](=[O:25])([O-:26])[O-:27].[H-:1].[H-:4].[H-:5].[H-:6].[K+:28].[K+:29].[Li+:3].[O:30]1[CH2:31][CH2:32][O:33][CH2:34][CH2:35]1.[OH2:36].[c:7]1([CH:13]([CH2:14][CH2:15][C:16]#[N:17])[c:18]2[cH:19][cH:20][cH:21][cH:22][cH:23]2)[cH:8][cH:9][cH:10][cH:11][cH:12]1>>[c:7]1([CH:13]([CH2:14][CH2:15][CH2:16][NH2:17])[c:18]2[cH:19][cH:20][cH:21][cH:22][cH:23]2)[cH:8][cH:9][cH:10][cH:11][cH:12]1. The reactants are CS(=O)(=O)OCCC1=CC=C(C=C1)NC1=NC=C(C=N1)Br (4-(5-bromopyrimidin-2-ylamino)phenethyl methanesulfonate), N1CCC(C(=O)OC)CC1 (methyl isonipecotate), C(=O)([O-])[O-].[Na+].[Na+] (Na2CO3). The solvent is CN(C)C=O (DMF). Procedure details: The reaction mixture of 4-(5-bromopyrimidin-2-ylamino)phenethyl methanesulfonate 19 (1.55 mmol) and methyl isonipecotate (3.10 mmol) in DMF (5 mL) is stirred at 90° C. for 12 h. After the reaction is complete, Na2CO3 (2.0 M, 20 mL) is added and the resulting mixture is extracted with EtOAc (50 mL). The organic layer is separated and concentrated to give crude methyl 1-(4-(5-bromopyrimidin-2-ylamino)phenethyl)piperidine-4-carboxylate 20. MS (m/z) (M+1)+: 419.1. As a reaction SMILES: CS(O[CH2:6][CH2:7][C:8]1[CH:13]=[CH:12][C:11]([NH:14][C:15]2[N:20]=[CH:19][C:18]([Br:21])=[CH:17][N:16]=2)=[CH:10][CH:9]=1)(=O)=O.[NH:22]1[CH2:31][CH2:30][CH:25]([C:26]([O:28][CH3:29])=[O:27])[CH2:24][CH2:23]1.C([O-])([O-])=O.[Na+].[Na+]>CN(C=O)C>[Br:21][C:18]1[CH:17]=[N:16][C:15]([NH:14][C:11]2[CH:12]=[CH:13][C:8]([CH2:7][CH2:6][N:22]3[CH2:31][CH2:30][CH:25]([C:26]([O:28][CH3:29])=[O:27])[CH2:24][CH2:23]3)=[CH:9][CH:10]=2)=[N:20][CH:19]=1 |f:2.3.4|. Product: BrC=1C=NC(=NC1)NC1=CC=C(CCN2CCC(CC2)C(=O)OC)C=C1 (methyl 1-(4-(5-bromopyrimidin-2-ylamino)phenethyl)piperidine-4-carboxylate). Reaction conditions: temperature 90 celsius, time 12 hour. Yield: 87.0%. Procedure details: Analogous to Scheme 1, from 7-chloro-4-[(dimethylamino)methylene]-3,4-dihydro-1H-benzazepine-2,5-dione and 2-(4-methoxyphenyl)-acetamidine hydrochloride. Yield: 87%. White solid, m/z (ISP) 366 (MH). RXN SMILES: [Cl:1][C:2]1[CH:3]=[CH:4][C:5]2[NH:11][C:10](=[O:12])[CH2:9][C:8](=[CH:13]N(C)C)[C:7](=O)[C:6]=2[CH:18]=1.Cl.[CH3:20][O:21][C:22]1[CH:27]=[CH:26][C:25]([CH2:28][C:29]([NH2:31])=[NH:30])=[CH:24][CH:23]=1>>[Cl:1][C:2]1[CH:3]=[CH:4][C:5]2[NH:11][C:10](=[O:12])[CH2:9][C:8]3[CH:13]=[N:30][C:29]([CH2:28][C:25]4[CH:24]=[CH:23][C:22]([O:21][CH3:20])=[CH:27][CH:26]=4)=[N:31][C:7]=3[C:6]=2[CH:18]=1 |f:1.2|. Reactants: ClC=1C=CC2=C(C(C(CC(N2)=O)=CN(C)C)=O)C1 (7-chloro-4-[(dimethylamino)methylene]-3,4-dihydro-1H-benzazepine-2,5-dione), Cl.COC1=CC=C(C=C1)CC(=N)N (2-(4-methoxyphenyl)-acetamidine hydrochloride). Product: ClC=1C=CC2=C(C3=C(CC(N2)=O)C=NC(=N3)CC3=CC=C(C=C3)OC)C1 (10-Chloro-5,7-dihydro-2-[(4-methoxyphenyl)Methyl]-6H-pyrimido[5,4-d][1]benzazepin-6-one). Reaction SMILES: [N+:1]([C:4]1[CH:9]=[CH:8][C:7]([N:10]2[C:22](=[O:23])[C:13]3=[CH:14][NH:15][C:16]4[CH:17]=[CH:18][CH:19]=[CH:20][C:21]=4[C:12]3=[N:11]2)=[CH:6][CH:5]=1)([O-])=O.[OH-].[Na+]>[Pt]=O.C(O)C>[NH2:1][C:4]1[CH:9]=[CH:8][C:7]([N:10]2[C:22](=[O:23])[C:13]3=[CH:14][NH:15][C:16]4[CH:17]=[CH:18][CH:19]=[CH:20][C:21]=4[C:12]3=[N:11]2)=[CH:6][CH:5]=1 |f:1.2|. Reactants: [N+](=O)([O-])C1=CC=C(C=C1)N1N=C2C(=CNC=3C=CC=CC23)C1=O (2-(p-nitrophenyl)-pyrazolo-[4,3-c]-quinolin-3(5H)-one), [OH-].[Na+] (sodium hydroxide). The reagents and catalysts are [Pt]=O (platinum oxide). Yields the product NC1=CC=C(C=C1)N1N=C2C(=CNC=3C=CC=CC23)C1=O (2-(p-aminophenyl)-pyrazolo[4,3-c]quinolin-3(5H)-one). Procedure details: The solution of 1.9 g of 2-(p-nitrophenyl)-pyrazolo-[4,3-c]-quinolin-3(5H)-one in the mixture of 18.6 ml of 2 N aqueous sodium hydroxide and 75 ml of ethanol is hydrogenated over 0.2 g of platinum oxide at 2.7 atm. for 6 hours. The mixture is filtered, the filtrate evaporated, the residue taken up in water and the solution washed with diethyl ether. The pH thereof is adjusted to about 8.5 by addition of aqueous ammonium chloride, the precipitate collected, washed successively with methanol and d... The solvent is C(C)O (ethanol). Reactants: N (ammonia), C(C)OC=O (formic acid ethyl ester), C(C)(S)S (ethanedithiol), C(C)N(C(=O)N[C@@H]1CN([C@@H]2CC3=CN(C4=CC=CC([C@H]2C1)=C34)C)C)CC (1,1-diethyl-3-(1,6-dimethyl-8α-ergolinyl)urea). The reagents and catalysts are [Ti](Cl)(Cl)(Cl)Cl (titanium(IV) chloride). The solvent is C(Cl)(Cl)Cl (chloroform), O (water), C(Cl)(Cl)Cl (chloroform), CO (methanol). Conditions: time 20 hour. The product is C(C)N(C(=O)N[C@@H]1CN([C@@H]2CC3=C(N(C4=CC=CC([C@H]2C1)=C34)C)C3SCCS3)C)CC (1,1-diethyl-3[2-(1,3-dithiolan-2-yl)-1,6-dimethyl-8α-ergolinyl]urea). The yield is 37.0%. RXN SMILES: [CH2:1](OC=O)[CH3:2].[CH:6]([SH:9])([SH:8])[CH3:7].[CH2:10]([N:12]([CH2:34][CH3:35])[C:13]([NH:15][C@H:16]1[CH2:30][C@H:29]2[C@@H:19]([CH2:20][C:21]3[C:31]4[C:24](=[CH:25][CH:26]=[CH:27][C:28]2=4)[N:23](C)[CH:22]=3)[N:18]([CH3:33])[CH2:17]1)=[O:14])[CH3:11].N>C(Cl)(Cl)Cl.[Ti](Cl)(Cl)(Cl)Cl.O.CO>[CH2:34]([N:12]([CH2:10][CH3:11])[C:13]([NH:15][C@H:16]1[CH2:30][C@H:29]2[C@@H:19]([CH2:20][C:21]3[C:31]4[C:24](=[CH:25][CH:26]=[CH:27][C:28]2=4)[N:23]([CH3:22])[C:7]=3[CH:6]2[S:9][CH2:2][CH2:1][S:8]2)[N:18]([CH3:33])[CH2:17]1)=[O:14])[CH3:35]. Reported procedure: At room temperature under argon, 7 ml of formic acid ethyl ester and 3.6 ml (44 mmol) of ethanedithiol are added in succession to a solution of 6.9 g of 1,1-diethyl-3-(1,6-dimethyl-8α-ergolinyl)urea in 200 ml of chloroform. Then, 8.8 ml (80 mmol) of titanium(IV) chloride dissolved in 100 ml of chloroform is added gradually dropwise to the reaction mixture and the latter is stirred for 20 hours at room temperature. Although the starting material at this point in time has not as yet been completel... The product is CC(C)(C)OC(=O)NC1CN(Cc2ccccc2)CC2(CCC2)C1. The reactants are CC(C)(C)OC(=O)NC(COS(C)(=O)=O)CC1(COS(C)(=O)=O)CCC1, NCc1ccccc1, [Na+], [OH-]. Reaction SMILES: [C:1]([CH3:2])([CH3:3])([CH3:4])[O:5][C:6](=[O:7])[NH:8][CH:9]([CH2:10][C:11]1([CH2:15][O:22][S:23]([CH3:24])(=[O:25])=[O:26])[CH2:12][CH2:13][CH2:14]1)[CH2:21][O:16][S:17]([CH3:18])(=[O:19])=[O:20].[NH2:27][CH2:28][c:29]1[cH:30][cH:31][cH:32][cH:33][cH:34]1.[Na+:36].[OH-:35]>>[C:1]([CH3:2])([CH3:3])([CH3:4])[O:5][C:6](=[O:7])[NH:8][CH:9]1[CH2:10][C:11]2([CH2:12][CH2:13][CH2:14]2)[CH2:15][N:27]([CH2:28][c:29]2[cH:30][cH:31][cH:32][cH:33][cH:34]2)[CH2:21]1.